Dataset: the Open Reaction Database (ORD), a public repository of structured organic reaction records. Task: describe an organic reaction: reactants, conditions, products, and yield Reactants: COC(CN(C(=O)C=1N(C=C(C1)C(C(F)(F)F)(O)C=1C=C2C=NN(C2=CC1)C1=CC=C(C=C1)F)CC=C)C)OC (1-allyl-4-{2,2,2-trifluoro-1-[1-(4-fluorophenyl)-1H-indazol-5-yl]-1-hydroxyethyl}-1H-pyrrole-2-carboxylic acid (2,2-dimethoxyethyl)methylamide), OS(=O)(=O)O (H2SO4). Run in CCOCC (ether). Run at time 13 hour. Product: C(C=C)N1C=C(C2=C1C(N(C=C2)C)=O)C(C(F)(F)F)(O)C=2C=C1C=NN(C1=CC2)C2=CC=C(C=C2)F (1-Allyl-6-methyl-3-{2,2,2-trifluoro-1-[1-(4-fluorophenyl)-1H-indazol-5-yl]-1-hydroxyethyl}-1,6-dihydropyrrolo[2,3-c]pyridin-7-one). Yield: 95.1%. Reaction SMILES: CO[CH:3](OC)[CH2:4][N:5]([CH3:38])[C:6]([C:8]1[N:9]([CH2:35][CH:36]=[CH2:37])[CH:10]=[C:11]([C:13]([C:19]2[CH:20]=[C:21]3[C:25](=[CH:26][CH:27]=2)[N:24]([C:28]2[CH:33]=[CH:32][C:31]([F:34])=[CH:30][CH:29]=2)[N:23]=[CH:22]3)([OH:18])[C:14]([F:17])([F:16])[F:15])[CH:12]=1)=[O:7].OS(O)(=O)=O>CCOCC>[CH2:35]([N:9]1[C:8]2[C:6](=[O:7])[N:5]([CH3:38])[CH:4]=[CH:3][C:12]=2[C:11]([C:13]([C:19]2[CH:20]=[C:21]3[C:25](=[CH:26][CH:27]=2)[N:24]([C:28]2[CH:33]=[CH:32][C:31]([F:34])=[CH:30][CH:29]=2)[N:23]=[CH:22]3)([OH:18])[C:14]([F:15])([F:16])[F:17])=[CH:10]1)[CH:36]=[CH2:37]. Procedure details: A room temperature solution of 1-allyl-4-{2,2,2-trifluoro-1-[1-(4-fluorophenyl)-1H-indazol-5-yl]-1-hydroxyethyl}-1H-pyrrole-2-carboxylic acid (2,2-dimethoxyethyl)methylamide (100 mg, 0.178 mmol) in ether (2 mL) was added H2SO4 (50 μL). After 13 hours, the mixture was carefully quenched with saturated aqueous sodium bicarbonate (3 mL) and extracted with three 10 mL portions of ethyl acetate. The combined organic layers were washed with brine (10 mL), dried over magnesium sulfate, filtered, and co... Starting materials: CS(=O)(=O)Nc1cc(C(O)CN)ccc1O, CC(C)CC(CO)NC(=O)c1ccc(N2CCC(=O)CC2)cc1. Yields the product CC(C)CC(CO)NC(=O)c1ccc(N2CCC(NCC(O)c3ccc(O)c(NS(C)(=O)=O)c3)CC2)cc1. Reaction SMILES: [NH2:24][CH2:25][CH:26]([OH:27])[c:28]1[cH:29][cH:30][c:31]([OH:39])[c:32]([NH:34][S:35](=[O:36])(=[O:37])[CH3:38])[cH:33]1.[OH:1][CH2:2][CH:3]([CH2:4][CH:5]([CH3:6])[CH3:7])[NH:8][C:9]([c:10]1[cH:11][cH:12][c:13]([N:16]2[CH2:17][CH2:18][C:19](=[O:22])[CH2:20][CH2:21]2)[cH:14][cH:15]1)=[O:23]>>[OH:1][CH2:2][CH:3]([CH2:4][CH:5]([CH3:6])[CH3:7])[NH:8][C:9]([c:10]1[cH:11][cH:12][c:13]([N:16]2[CH2:17][CH2:18][CH:19]([NH:24][CH2:25][CH:26]([OH:27])[c:28]3[cH:29][cH:30][c:31]([OH:39])[c:32]([NH:34][S:35](=[O:36])(=[O:37])[CH3:38])[cH:33]3)[CH2:20][CH2:21]2)[cH:14][cH:15]1)=[O:23]. The reactants are CC(O)CCC(C)O, CCCC[O-], N#Cc1ccc(F)cc1Cl, [K+], C1CCOC1. The product is CC(O)CCC(C)Oc1ccc(C#N)c(Cl)c1. RXN SMILES: [CH3:1][CH:2]([CH2:3][CH2:4][CH:5]([CH3:6])[OH:7])[OH:8].[CH3:9][CH2:10][CH2:11][CH2:12][O-:13].[Cl:15][c:16]1[c:17]([C:18]#[N:19])[cH:20][cH:21][c:22]([F:24])[cH:23]1.[K+:14].[O:25]1[CH2:26][CH2:27][CH2:28][CH2:29]1>>[CH3:1][CH:2]([CH2:3][CH2:4][CH:5]([CH3:6])[O:7][c:22]1[cH:21][cH:20][c:17]([C:18]#[N:19])[c:16]([Cl:15])[cH:23]1)[OH:8]. Conditions: temperature 19 celsius. Reported procedure: To a stirred solution of 3-cyanophenol (2.00 g, 18.0 mmol) in anhydrous acetonitrile (20 mL) under N2 at −30° C. was added dropwise 54% HBF4.Et2O (2.48 mL, 18.0 mmol). The temperature was maintained below −20° C. during addition. To this stirred solution was added NBS (3.27 g, 18.0 mmol) portion wise keeping the temperature below −10° C. After the addition was complete, the solution was allowed to warm to 19° C. The reaction mixture was diluted with 38% NaHSO3 (10 mL) and extracted with MTBE (2×... As a reaction SMILES: [C:1]([C:3]1[CH:4]=[C:5]([OH:9])[CH:6]=[CH:7][CH:8]=1)#[N:2].[H+].[B-](F)(F)(F)F.CCOCC.C1C(=O)N([Br:28])C(=O)C1>C(#N)C.OS([O-])=O.[Na+]>[Br:28][C:8]1[CH:7]=[CH:6][C:5]([OH:9])=[CH:4][C:3]=1[C:1]#[N:2] |f:1.2,6.7|. Starting materials: C(#N)C=1C=C(C=CC1)O (3-cyanophenol), [H+].[B-](F)(F)(F)F (HBF4), C1CC(=O)N(C1=O)Br (NBS), CCOCC (Et2O). The product is BrC1=C(C#N)C=C(C=C1)O (2-Bromo-5-hydroxy-benzonitrile). The yield is 88.4%. The solvent is C(C)#N (acetonitrile), OS(=O)[O-].[Na+] (NaHSO3). Reactants: CC(C)Oc1c(Br)cc2c(c1Cl)OC(C)(C)CC2=O, C1CCOC1, CC(C)[Mg+], [Cl-]. Yields the product CC(C)Oc1c(Br)cc2c(c1Cl)OC(C)(C)C=C2C(C)C. As a reaction SMILES: [Br:6][c:7]1[cH:8][c:9]2[c:14]([c:15]([Cl:21])[c:16]1[O:17][CH:18]([CH3:19])[CH3:20])[O:13][C:12]([CH3:22])([CH3:23])[CH2:11][C:10]2=[O:24].[CH2:25]1[O:26][CH2:27][CH2:28][CH2:29]1.[CH:2]([CH3:3])([CH3:4])[Mg+:5].[Cl-:1]>>[CH:2]([CH3:3])([CH3:4])[C:10]1=[CH:11][C:12]([CH3:22])([CH3:23])[O:13][c:14]2[c:9]1[cH:8][c:7]([Br:6])[c:16]([O:17][CH:18]([CH3:19])[CH3:20])[c:15]2[Cl:21]. The reactants are CCOC(C)=O, C1CCOC1, O=C(Nc1ccc(C(F)(F)F)cc1)c1ccc(Cl)cc1Cl, N, [Na+], O=C([O-])O, c1ccccc1. Product: N=C(Nc1ccc(C(F)(F)F)cc1)c1ccc(Cl)cc1Cl. Reaction SMILES: [CH2:23]([O:24][C:25](=[O:26])[CH3:27])[CH3:28].[CH2:40]1[O:41][CH2:42][CH2:43][CH2:44]1.[Cl:1][c:2]1[c:3]([C:4](=[O:5])[NH:6][c:7]2[cH:8][cH:9][c:10]([C:13]([F:14])([F:15])[F:16])[cH:11][cH:12]2)[cH:17][cH:18][c:19]([Cl:21])[cH:20]1.[NH3:22].[Na+:33].[O-:29][C:30]([OH:31])=[O:32].[cH:34]1[cH:35][cH:36][cH:37][cH:38][cH:39]1>>[Cl:1][c:2]1[c:3]([C:4]([NH:6][c:7]2[cH:8][cH:9][c:10]([C:13]([F:14])([F:15])[F:16])[cH:11][cH:12]2)=[NH:22])[cH:17][cH:18][c:19]([Cl:21])[cH:20]1. The reactants are C(CC(=O)OCC)(=O)OCC (diethyl malonate), [H-].[Na+] (NaH), FC(C(=NC1=CC=CC=C1)Cl)(F)F (2,2,2-trifluoro-N-phenyl-acetimidoyl chloride). Solvent: C(Cl)Cl (CH2Cl2), C1CCOC1 (THF). Run at time 8 hour. Yields the product C(C)OC(C(C(=O)OCC)C(C(F)(F)F)=NC1=CC=CC=C1)=O (2-(2,2,2-trifluoro-1-phenylimino-ethyl)-malonic acid diethyl ester). RXN SMILES: [H-].[Na+].[C:3]([O:11][CH2:12][CH3:13])(=[O:10])[CH2:4][C:5]([O:7][CH2:8][CH3:9])=[O:6].[F:14][C:15]([F:26])([F:25])[C:16](Cl)=[N:17][C:18]1[CH:23]=[CH:22][CH:21]=[CH:20][CH:19]=1>C1COCC1.C(Cl)Cl>[CH2:12]([O:11][C:3](=[O:10])[CH:4]([C:16](=[N:17][C:18]1[CH:23]=[CH:22][CH:21]=[CH:20][CH:19]=1)[C:15]([F:14])([F:25])[F:26])[C:5]([O:7][CH2:8][CH3:9])=[O:6])[CH3:13] |f:0.1|. Procedure details: To a suspension of NaH (3.47 g, 145 mmol, 60% in mineral oil) in THF (200 mL) was added diethyl malonate (18.5 g, 116 mmol) at 0° C. The mixture was stirred for 30 min at this temperature and 2,2,2-trifluoro-N-phenyl-acetimidoyl chloride (19 g, 92 mmol) was added at 0° C. The reaction mixture was allowed to warm to room temperature and stirred overnight. The mixture was diluted with CH2Cl2, washed with saturated sodium bicarbonate solution and brine. The combined organic layers were dried over N... Procedure: 95 mg (177 μmol) of tert-butyl 4-({2-[4-(5-chloro-2-cyanophenyl)-5-methoxy-2-oxopyridin-1(2H)-yl]-3-methylbutanoyl}amino)benzoate (racemate) were hydrolysed with TFA according to General Method 2. The crude product was purified by preparative HPLC (column: Chromatorex 125 mm×30 mm, 10 μm, mobile phase: 0.1% aqueous ammonium formate solution and acetonitrile, gradient 30% acetonitrile to 70% acetonitrile). Yield: 28 mg (33% of theory) As a reaction SMILES: [Cl:1][C:2]1[CH:3]=[CH:4][C:5]([C:37]#[N:38])=[C:6]([C:8]2[C:13]([O:14][CH3:15])=[CH:12][N:11]([CH:16]([CH:33]([CH3:35])[CH3:34])[C:17]([NH:19][C:20]3[CH:32]=[CH:31][C:23]([C:24]([O:26]C(C)(C)C)=[O:25])=[CH:22][CH:21]=3)=[O:18])[C:10](=[O:36])[CH:9]=2)[CH:7]=1.C(O)(C(F)(F)F)=O>>[Cl:1][C:2]1[CH:3]=[CH:4][C:5]([C:37]#[N:38])=[C:6]([C:8]2[C:13]([O:14][CH3:15])=[CH:12][N:11]([CH:16]([CH:33]([CH3:34])[CH3:35])[C:17]([NH:19][C:20]3[CH:32]=[CH:31][C:23]([C:24]([OH:26])=[O:25])=[CH:22][CH:21]=3)=[O:18])[C:10](=[O:36])[CH:9]=2)[CH:7]=1. Reactants: ClC=1C=CC(=C(C1)C1=CC(N(C=C1OC)C(C(=O)NC1=CC=C(C(=O)OC(C)(C)C)C=C1)C(C)C)=O)C#N (tert-butyl 4-({2-[4-(5-chloro-2-cyanophenyl)-5-methoxy-2-oxopyridin-1(2H)-yl]-3-methylbutanoyl}amino)benzoate), C(=O)(C(F)(F)F)O (TFA). The product is ClC=1C=CC(=C(C1)C1=CC(N(C=C1OC)C(C(=O)NC1=CC=C(C(=O)O)C=C1)C(C)C)=O)C#N (4-({2-[4-(5-Chloro-2-cyanophenyl)-5-methoxy-2-oxopyridin-1(2H)-yl]-3-methylbutanoyl}amino)benzoic acid). Reactants: Br, CCOC(=O)C(CCCCNC(=O)OCc1ccccc1)NC(C)C(=O)[SH]1CCSC12CNC(C(=O)O)C2, CC(=O)O. The product is Br, CCOC(=O)C(CCCCN)NC(C)C(=O)[SH]1CCSC12CNC(C(=O)O)C2. RXN SMILES: [BrH:39].[CH2:1]([CH3:2])[O:3][C:4](=[O:5])[CH:6]([CH2:7][CH2:8][CH2:9][CH2:10][NH:11][C:12]([O:13][CH2:14][c:15]1[cH:16][cH:17][cH:18][cH:19][cH:20]1)=[O:21])[NH:22][CH:23]([CH3:24])[C:25](=[O:26])[SH:27]1[CH2:28][CH2:29][S:30][C:31]12[CH2:32][NH:33][CH:34]([C:36](=[O:37])[OH:38])[CH2:35]2.[CH3:40][C:41](=[O:42])[OH:43]>>[BrH:39].[CH2:1]([CH3:2])[O:3][C:4](=[O:5])[CH:6]([CH2:7][CH2:8][CH2:9][CH2:10][NH2:11])[NH:22][CH:23]([CH3:24])[C:25](=[O:26])[SH:27]1[CH2:28][CH2:29][S:30][C:31]12[CH2:32][NH:33][CH:34]([C:36](=[O:37])[OH:38])[CH2:35]2. Starting materials: C(C)(C)(C)N1S(C(=CC1=O)Cl)(=O)=O (2-tert-Butyl-5-chloro-1,1-dioxo-1,2-dihydro-1λ6-isothiazol-3-one), FC(C(=O)O)(F)F.C(C)(C)(C)OC(=O)NCC1N(CCC2=C1SC(=C2)B(O)O)CC2=CC=C(C=C2)OC ([7-{[(tert-butoxycarbonyl)amino]methyl}-6-(4-methoxybenzyl)-4,5,6,7-tetrahydrothieno[2,3-c]pyridin-2-yl]boronic acid trifluoroacetate). The product is FC(C(=O)O)(F)F.C(C)(C)(C)OC(NCC1N(CCC2=C1SC(=C2)C2=CC(N(S2(=O)=O)C(C)(C)C)=O)CC2=CC=C(C=C2)OC)=O ([2-(2-tert-Butyl-1,1,3-trioxo-2,3-dihydro-1H-1λ6-isothiazol-5-yl)-6-(4-methoxy-benzyl)-4,5,6,7-tetrahydro-thieno[2,3-c]pyridin-7-ylmethyl]-carbamic acid tert-butyl ester trifluoroacetate). As a reaction SMILES: [C:1]([N:5]1[C:9](=[O:10])[CH:8]=[C:7](Cl)[S:6]1(=[O:13])=[O:12])([CH3:4])([CH3:3])[CH3:2].[F:14][C:15]([F:20])([F:19])[C:16]([OH:18])=[O:17].[C:21]([O:25][C:26]([NH:28][CH2:29][CH:30]1[C:35]2[S:36][C:37](B(O)O)=[CH:38][C:34]=2[CH2:33][CH2:32][N:31]1[CH2:42][C:43]1[CH:48]=[CH:47][C:46]([O:49][CH3:50])=[CH:45][CH:44]=1)=[O:27])([CH3:24])([CH3:23])[CH3:22]>>[F:14][C:15]([F:20])([F:19])[C:16]([OH:18])=[O:17].[C:21]([O:25][C:26](=[O:27])[NH:28][CH2:29][CH:30]1[C:35]2[S:36][C:37]([C:7]3[S:6](=[O:13])(=[O:12])[N:5]([C:1]([CH3:4])([CH3:3])[CH3:2])[C:9](=[O:10])[CH:8]=3)=[CH:38][C:34]=2[CH2:33][CH2:32][N:31]1[CH2:42][C:43]1[CH:44]=[CH:45][C:46]([O:49][CH3:50])=[CH:47][CH:48]=1)([CH3:24])([CH3:23])[CH3:22] |f:1.2,3.4|. Reported procedure: This compound was prepared according to the procedure of Example 1.1, Step 4, using 9-A and 4.11-C as the starting materials. 1H NMR (500 MHz, CDCl3): δ 7.56 (s, 1H), 7.36 (d, J=8.4 Hz, 2H), 6.96 (d, J=8.4 Hz, 2H), 6.46 (s, 1H), 4.75–4.65 (m, 1H), 4.58–4.50 (m, 1H), (m, 1H), 4.08–4.00 (m, 1H), 3.83 (s, 3H), 3.80–3.65 (m, 3H), 3.55–3.48 (m, 1H), 3.18–3.10 (m, 2H), 1.75 (s, 9H), 1.36 (s, 9H); LCMS found for C28H38N3O6S2 (M+H)+: m/z=576.